Task: describe an organic reaction: reactants, conditions, products, and yield. Dataset: the Open Reaction Database (ORD), a public repository of structured organic reaction records Starting materials: ClC=1C=CC=2N(N1)C(=CN2)C(O)C=2C=C1C=CC=NC1=CC2 ((rac)-(6-chloro-imidazo[1,2-b]pyridazin-3-yl)-quinolin-6-yl-methanol), [F-].[K+] (KF), C(C(C)C)N (Isobutylamine). The solvent is CN1CCCC1=O (NMP), CC(C)(C)OC (TBME). Run at temperature 160 celsius, time 7 hour. Product: C(C(C)C)NC=1C=CC=2N(N1)C(=CN2)C(O)C=2C=C1C=CC=NC1=CC2 ((rac)-(6-Isobutylamino-imidazo[1,2-b]pyridazin-3-yl)-quinolin-6-yl-methanol). As a reaction SMILES: Cl[C:2]1[CH:3]=[CH:4][C:5]2[N:6]([C:8]([CH:11]([C:13]3[CH:14]=[C:15]4[C:20](=[CH:21][CH:22]=3)[N:19]=[CH:18][CH:17]=[CH:16]4)[OH:12])=[CH:9][N:10]=2)[N:7]=1.[F-].[K+].[CH2:25]([NH2:29])[CH:26]([CH3:28])[CH3:27]>CN1C(=O)CCC1.CC(OC)(C)C>[CH2:25]([NH:29][C:2]1[CH:3]=[CH:4][C:5]2[N:6]([C:8]([CH:11]([C:13]3[CH:14]=[C:15]4[C:20](=[CH:21][CH:22]=3)[N:19]=[CH:18][CH:17]=[CH:16]4)[OH:12])=[CH:9][N:10]=2)[N:7]=1)[CH:26]([CH3:28])[CH3:27] |f:1.2|. Reported procedure: (rac)-(6-chloro-imidazo[1,2-b]pyridazin-3-yl)-quinolin-6-yl-methanol (Stage 1.1, 80 mg, 0.257 mmol) and KF (30 mg, 0.515 mmol) were suspended in NMP (2 mL). Isobutylamine (129 μL, 1.287 mmol) was then added and the RM was stirred at 160° C. for 7 h. The mixture was diluted with TBME and washed with water (3×). The aqueous layer was then extracted with TBME (3×). The combined layers were dried over Na2SO4, filtered and concentrated. The residue was purified by flash chromatography (Flashmaster) t... The reactants are C1CCOC1, Cc1ccc(S(=O)(=O)NC(c2ccccc2)C(C)(C)O)cc1, O=S(Cl)Cl, c1ccncc1. The product is Cc1ccc(S(=O)(=O)N2C(c3ccccc3)C(C)(C)OS2=O)cc1. Reaction SMILES: [CH2:33]1[O:34][CH2:35][CH2:36][CH2:37]1.[OH:1][C:2]([CH:3]([c:4]1[cH:5][cH:6][cH:7][cH:8][cH:9]1)[NH:10][S:11](=[O:12])(=[O:13])[c:14]1[cH:15][cH:16][c:17]([CH3:20])[cH:18][cH:19]1)([CH3:21])[CH3:22].[S:23](=[O:24])([Cl:25])[Cl:26].[cH:27]1[cH:28][cH:29][n:30][cH:31][cH:32]1>>[O:1]1[C:2]([CH3:21])([CH3:22])[CH:3]([c:4]2[cH:5][cH:6][cH:7][cH:8][cH:9]2)[N:10]([S:11](=[O:12])(=[O:13])[c:14]2[cH:15][cH:16][c:17]([CH3:20])[cH:18][cH:19]2)[S:23]1=[O:24]. As a reaction SMILES: C([O:8][C:9]1[C:10]2[C:11]3[N:21]=[C:20]([C:22]4[CH:27]=[CH:26][CH:25]=[CH:24][CH:23]=4)[CH:19]=[C:18]([C:28]([O:30][CH3:31])=[O:29])[C:12]=3[NH:13][C:14]=2[CH:15]=[CH:16][CH:17]=1)C1C=CC=CC=1.C([O-])=O.[NH4+]>CCO.[Pd]>[OH:8][C:9]1[C:10]2[C:11]3[N:21]=[C:20]([C:22]4[CH:27]=[CH:26][CH:25]=[CH:24][CH:23]=4)[CH:19]=[C:18]([C:28]([O:30][CH3:31])=[O:29])[C:12]=3[NH:13][C:14]=2[CH:15]=[CH:16][CH:17]=1 |f:1.2|. Product: OC=1C=2C3=C(NC2C=CC1)C(=CC(=N3)C3=CC=CC=C3)C(=O)OC (methyl 9-hydroxy-2-phenyl-5H-pyrido[3,2-b]indole-4-carboxylate). Reagents/catalysts: [Pd] (Pd on carbon). Procedure: A mixture of methyl 9-(benzyloxy)-2-phenyl-5H-pyrido[3,2-b]indole-4-carboxylate (1.28 g, 3.13 mmol), 10% Pd on carbon (0.567 g, 0.533 mmol) and ammonium formate (0.988 g, 15.7 mmol) in EtOH (8 mL) was heated at reflux for 1 hr. This was filtered and the solvent was removed from the filtrate to leave methyl 9-hydroxy-2-phenyl-5H-pyrido[3,2-b]indole-4-carboxylate (1.10 g) which was carried on. A suspension of methyl 9-hydroxy-2-phenyl-5H-pyrido[3,2-b]indole-4-carboxylate (1.1 g, 3.11 mmol) in 7 N ... The reactants are C(C1=CC=CC=C1)OC=1C=2C3=C(NC2C=CC1)C(=CC(=N3)C3=CC=CC=C3)C(=O)OC (methyl 9-(benzyloxy)-2-phenyl-5H-pyrido[3,2-b]indole-4-carboxylate), C(=O)[O-].[NH4+] (ammonium formate). Yield: 110.4%. Solvent: CCO (EtOH).